Dataset: the Open Reaction Database (ORD), a public repository of structured organic reaction records. Task: describe an organic reaction: reactants, conditions, products, and yield Starting materials: CC(C(C)(C)O1)(C)OB1C2=CC=C(NC3=NC4=C(C=CC=C4)S3)C=C2, BrC1=CC2=C(C=C1)C=CN2. Reagents/catalysts: CC(C)(C)C1=CC=C(C=C1)C2=CC=C(C=C2)C(C)(C)C, C(=O)([O-])[O-].[Na+].[Na+], C1=CC=C(C=C1)P(C2=CC=CC=C2)C3=CC=CC=C3.C1=CC=C(C=C1)P(C2=CC=CC=C2)C3=CC=CC=C3.C1=CC=C(C=C1)P(C2=CC=CC=C2)C3=CC=CC=C3.C1=CC=C(C=C1)P(C2=CC=CC=C2)C3=CC=CC=C3.[Pd]. The solvent is COCCOC, O (water), COCCOC. Reaction conditions: temperature 85 celsius, time 24 hour. Yields the product C12=C(NC=C2)C=C(C3=CC=C(C=C3)NC4=NC5=C(S4)C=CC=C5)C=C1. Yield: 32.0%. Starting materials: O1CCN(CC1)C=1C=2N(N=CC1)C(=C(N2)C#CC2=NC1=CC=CC=C1C=C2)C=2C=CC(=NC2)C#N (5-(8-Morpholino-2-(2-(quinolin-2-yl)ethynyl)imidazo[1,2-b]pyridazin-3-yl)picolinonitrile), Cl.NO (hydroxylamine hydrochloride), C([O-])([O-])=O.[Na+].[Na+] (sodium carbonate). Run in C(C)O (ethanol). Reaction conditions: temperature 80 celsius, time 1 hour. The product is ONC(C1=NC=C(C=C1)C1=C(N=C2N1N=CC=C2N2CCOCC2)C#CC2=NC1=CC=CC=C1C=C2)=N (N-Hydroxy-5-(8-morpholino-2-(quinolin-2-ylethynyl)imidazo[1,2-b]pyridazin-3-yl)picolinimidamide). Reaction SMILES: [O:1]1[CH2:6][CH2:5][N:4]([C:7]2[C:8]3[N:9]([C:13]([C:28]4[CH:29]=[CH:30][C:31]([C:34]#[N:35])=[N:32][CH:33]=4)=[C:14]([C:16]#[C:17][C:18]4[CH:27]=[CH:26][C:25]5[C:20](=[CH:21][CH:22]=[CH:23][CH:24]=5)[N:19]=4)[N:15]=3)[N:10]=[CH:11][CH:12]=2)[CH2:3][CH2:2]1.Cl.[NH2:37][OH:38].C(=O)([O-])[O-].[Na+].[Na+]>C(O)C>[OH:38][NH:37][C:34](=[NH:35])[C:31]1[CH:30]=[CH:29][C:28]([C:13]2[N:9]3[N:10]=[CH:11][CH:12]=[C:7]([N:4]4[CH2:3][CH2:2][O:1][CH2:6][CH2:5]4)[C:8]3=[N:15][C:14]=2[C:16]#[C:17][C:18]2[CH:27]=[CH:26][C:25]3[C:20](=[CH:21][CH:22]=[CH:23][CH:24]=3)[N:19]=2)=[CH:33][N:32]=1 |f:1.2,3.4.5|. Procedure: A mixture of compound 39a (0.20 g, 0.44 mmol), hydroxylamine hydrochloride (0.20 g, 2.9 mmol) and sodium carbonate (0.20 g, 1.9 mmol,) in ethanol (4 mL) was stirred at 80° C. for 1 h. The reaction mixture was cooled to rt, and the solids formed were collected by filtration and washed with Et2O (2×30 mL) to obtain compound 42a as a yellow solid. Mass Spectrum (LCMS, ESI pos.): Calcd. for C27H22N8O2: 491.2 (M+H). Found: 491.2. Starting materials: CC(CC=O)(C1N(C(C2=CC=CC=C12)=O)C)C1=CC(=C(C=C1)Cl)Cl (3-Methyl-3-(3,4-dichlorophenyl)-3-(2-methyl-3-oxo-2,3-dihydro-1H-isoindol-1-yl)propionaldehyde), C(C)(=O)NC1(CCNCC1)C1=CC=CC=C1 (4-acetamido-4-phenylpiperidine). The product is Cl.CC(CCN1CCC(CC1)(C1=CC=CC=C1)NC(C)=O)(C1=CC(=C(C=C1)Cl)Cl)C1N(C(C2=CC=CC=C12)=O)C (3-[1-Methyl-1-(3,4-dichlorophenyl)-3-(4-acetamido-4-phenylpiperidino)propyl]-2-methyl-2,3-dihydroisoindol-1-one hydrochloride). RXN SMILES: [CH3:1][C:2]([C:17]1[CH:22]=[CH:21][C:20]([Cl:23])=[C:19]([Cl:24])[CH:18]=1)([CH:6]1[C:14]2[C:9](=[CH:10][CH:11]=[CH:12][CH:13]=2)[C:8](=[O:15])[N:7]1[CH3:16])[CH2:3][CH:4]=O.[C:25]([NH:28][C:29]1([C:35]2[CH:40]=[CH:39][CH:38]=[CH:37][CH:36]=2)[CH2:34][CH2:33][NH:32][CH2:31][CH2:30]1)(=[O:27])[CH3:26]>>[ClH:23].[CH3:1][C:2]([CH:6]1[C:14]2[C:9](=[CH:10][CH:11]=[CH:12][CH:13]=2)[C:8](=[O:15])[N:7]1[CH3:16])([C:17]1[CH:22]=[CH:21][C:20]([Cl:23])=[C:19]([Cl:24])[CH:18]=1)[CH2:3][CH2:4][N:32]1[CH2:31][CH2:30][C:29]([NH:28][C:25](=[O:27])[CH3:26])([C:35]2[CH:40]=[CH:39][CH:38]=[CH:37][CH:36]=2)[CH2:34][CH2:33]1 |f:2.3|. Procedure: 3-Methyl-3-(3,4-dichlorophenyl)-3-(2-methyl-3-oxo-2,3-dihydro-1H-isoindol-1-yl)propionaldehyde (isomer A described below) (0.35 g) was coupled to 4-acetamido-4-phenylpiperidine (0.25 g) by a method similar to that described in Example 8. The reaction product was purified by chromatography and converted to the corresponding hydrochloride salt as described in the Example 8 to afford the title compound (0.354 g); mp 195°-225° C.; MS: m/z=564(M+1); NMR(CDCl3): 1.0 (s,3), 1.91 (s,1), 2.50 (s,3), 2.98... Reactants: C1(=CC=CC2=CC=CC=C12)[C@@H](C)N[C@@H]1CN(CC1)C1=NC=NC(=C1)C1=CC=CC=C1 ((R)-1-(naphthalen-1-yl)ethyl-[(S)-1-(6-phenylpyrimidin-4-yl)pyrrolidin-3-yl]amine), C(C)(C)(C)OC(=O)N([C@@H]1CN(CC1)C(=O)OC(C)(C)C)[C@H](C)C1=CC=CC2=CC=CC=C12 (tert-butyl (S)-3-[tert-butoxycarbonyl-[(R)-1-(naphthalen-1-yl)ethyl]amino]pyrrolidine-1-carboxylate), solution, Cl (hydrochloric acid). Run in C(Cl)(Cl)Cl (chloroform), O1CCOCC1 (dioxane). Run at time 16 hour. Product: Cl.Cl.C1(=CC=CC2=CC=CC=C12)[C@@H](C)N[C@@H]1CNCC1 ((S)-3-[(R)-1-(naphthalen-1-yl)ethylamino]pyrrolidine dihydrochloride). As a reaction SMILES: [C:1]1([C@H:11]([NH:13][C@H:14]2[CH2:18][CH2:17][N:16](C3C=C(C4C=CC=CC=4)N=CN=3)[CH2:15]2)[CH3:12])[C:10]2[C:5](=[CH:6][CH:7]=[CH:8][CH:9]=2)[CH:4]=[CH:3][CH:2]=1.C(OC(N([C@@H](C1C2C(=CC=CC=2)C=CC=1)C)[C@H]1CCN(C(OC(C)(C)C)=O)C1)=O)(C)(C)C.[ClH:63]>C(Cl)(Cl)Cl.O1CCOCC1>[ClH:63].[ClH:63].[C:1]1([C@H:11]([NH:13][C@H:14]2[CH2:18][CH2:17][NH:16][CH2:15]2)[CH3:12])[C:10]2[C:5](=[CH:6][CH:7]=[CH:8][CH:9]=2)[CH:4]=[CH:3][CH:2]=1 |f:5.6.7|. Procedure details: To a solution of 25 g of tert-butyl 3-hydroxypyrrolidine-1-carboxylate and 25.9 g of diisopropylethylamine dissolved in 250 ml of methylene chloride was added dropwise a solution of 49 g of anhydrous trifluoromethanesulfonic acid in 50 ml of methylene chloride at −20° C. or lower. The reaction mixture was stirred for 15 minutes while maintaining it to −20° C., and to the mixture was added dropwise 125 ml of a solution of 27.4 g of (R)-(+)-1-(1-naphthyl)ethylamine in methylene chloride at −20° C.... Starting materials: [BH4-], CCc1ccc(SCC=C(C)CCC=C(C)C)cc1, CCO, [K+], [Na+], [OH-]. Yields the product CCOC(C)(C)CCCC(C)=CCSc1ccc(CC)cc1. Reaction SMILES: [BH4-:22].[CH2:1]([CH3:2])[c:3]1[cH:4][cH:5][c:6]([S:9][CH2:10][CH:11]=[C:12]([CH2:13][CH2:14][CH:15]=[C:16]([CH3:17])[CH3:18])[CH3:19])[cH:7][cH:8]1.[CH3:24][CH2:25][OH:26].[K+:21].[Na+:23].[OH-:20]>>[CH2:1]([CH3:2])[c:3]1[cH:4][cH:5][c:6]([S:9][CH2:10][CH:11]=[C:12]([CH2:13][CH2:14][CH2:15][C:16]([CH3:17])([CH3:18])[O:26][CH2:25][CH3:24])[CH3:19])[cH:7][cH:8]1. Starting materials: C(=O)(C(F)(F)F)O (TFA), FC=1C(=NC(=NC1)NC(OC(C)(C)C)=O)C=1C(=NC=CC1)OC1=CC=C(C=C1)NC1=NN=C(C2=CC=CC=C12)C1=CC=CC=C1 (tert-butyl 5-fluoro-4-(2-(4-(4-phenylphthalazin-1-ylamino)phenoxy)pyridin-3-yl)pyrimidin-2-ylcarbamate), C(Cl)Cl (DCM), C(=O)(C(F)(F)F)O (TFA). Run at time 20 minute. Yields the product NC1=NC=C(C(=N1)C=1C(=NC=CC1)OC1=CC=C(C=C1)NC1=NN=C(C2=CC=CC=C12)C1=CC=CC=C1)F (N-(4-(3-(2-amino-5-fluoropyrimidin-4-yl)pyridin-2-yloxy)phenyl)4-phenylphthalazin-1-amine). Reaction SMILES: [F:1][C:2]1[C:3]([C:16]2[C:17]([O:22][C:23]3[CH:28]=[CH:27][C:26]([NH:29][C:30]4[C:39]5[C:34](=[CH:35][CH:36]=[CH:37][CH:38]=5)[C:33]([C:40]5[CH:45]=[CH:44][CH:43]=[CH:42][CH:41]=5)=[N:32][N:31]=4)=[CH:25][CH:24]=3)=[N:18][CH:19]=[CH:20][CH:21]=2)=[N:4][C:5]([NH:8]C(=O)OC(C)(C)C)=[N:6][CH:7]=1.C(Cl)Cl.C(O)(C(F)(F)F)=O>>[NH2:8][C:5]1[N:4]=[C:3]([C:16]2[C:17]([O:22][C:23]3[CH:24]=[CH:25][C:26]([NH:29][C:30]4[C:39]5[C:34](=[CH:35][CH:36]=[CH:37][CH:38]=5)[C:33]([C:40]5[CH:41]=[CH:42][CH:43]=[CH:44][CH:45]=5)=[N:32][N:31]=4)=[CH:27][CH:28]=3)=[N:18][CH:19]=[CH:20][CH:21]=2)[C:2]([F:1])=[CH:7][N:6]=1. Procedure: In a RBF, tert-butyl 5-fluoro-4-(2-(4-(4-phenylphthalazin-1-ylamino)phenoxy)pyridin-3-yl)pyrimidin-2-ylcarbamate (1.46 g, 2.43 mmol) was dissolved in DCM (4.86 ml, 2.43 mmol). TFA (749 μl, 9.72 mmol) was added at RT. The reaction was stirred at RT. After 20 min, LCMS showed mainly starting material. 1 mL of TFA was added and the reaction was allowed to stir at RT overnight. After 16 h, the reaction was concentrated and the residue dissolved in DCM. The solution was cooled to 0° C. and neutralize... Starting materials: Br, CC(=O)O, COc1ccc2c(c1)C(C1(c3ccccc3Cl)CC1)N(C)CC2. Yields the product Br, CN1CCc2ccc(O)cc2C1C1(c2ccccc2Cl)CC1. RXN SMILES: [BrH:24].[CH3:25][C:26](=[O:27])[OH:28].[Cl:1][c:2]1[c:3]([C:8]2([CH:11]3[N:12]([CH3:23])[CH2:13][CH2:14][c:15]4[cH:16][cH:17][c:18]([O:21][CH3:22])[cH:19][c:20]43)[CH2:9][CH2:10]2)[cH:4][cH:5][cH:6][cH:7]1>>[BrH:24].[Cl:1][c:2]1[c:3]([C:8]2([CH:11]3[N:12]([CH3:23])[CH2:13][CH2:14][c:15]4[cH:16][cH:17][c:18]([OH:21])[cH:19][c:20]43)[CH2:9][CH2:10]2)[cH:4][cH:5][cH:6][cH:7]1. Reactants: C(C)OC(CC1=CC(=CC(=C1)Cl)OC1=C(C=C(C=C1)Br)CBr)=O ([3-(4-bromo-2-bromomethyl-phenoxy)-5-chloro-phenyl]-acetic acid ethyl ester), C[C@@H]1NC(O[C@@H]1C1=CC=CC=C1)=O ((4S,5R)-(−)-4-methyl-5-phenyl-2-oxazolidinone). Procedure details: Prepared according to the procedure described in Example 24, Step 7, using the following starting materials: [3-(4-bromo-2-bromomethyl-phenoxy)-5-chloro-phenyl]-acetic acid ethyl ester and (4S,5R)-(−)-4-methyl-5-phenyl-2-oxazolidinone. Yields the product C(C)OC(CC1=CC(=CC(=C1)Cl)OC1=C(C=C(C=C1)Br)CN1C(O[C@@H]([C@@H]1C)C1=CC=CC=C1)=O)=O ({3-[4-Bromo-2-((4S,5R)-4-methyl-2-oxo-5-phenyl-oxazolidin-3-ylmethyl)-phenoxy]-5-chloro-phenyl}-acetic acid ethyl ester). Reaction SMILES: [CH2:1]([O:3][C:4](=[O:23])[CH2:5][C:6]1[CH:11]=[C:10]([Cl:12])[CH:9]=[C:8]([O:13][C:14]2[CH:19]=[CH:18][C:17]([Br:20])=[CH:16][C:15]=2[CH2:21]Br)[CH:7]=1)[CH3:2].[CH3:24][C@H:25]1[C@@H:29]([C:30]2[CH:35]=[CH:34][CH:33]=[CH:32][CH:31]=2)[O:28][C:27](=[O:36])[NH:26]1>>[CH2:1]([O:3][C:4](=[O:23])[CH2:5][C:6]1[CH:11]=[C:10]([Cl:12])[CH:9]=[C:8]([O:13][C:14]2[CH:19]=[CH:18][C:17]([Br:20])=[CH:16][C:15]=2[CH2:21][N:26]2[C@@H:25]([CH3:24])[C@@H:29]([C:30]3[CH:35]=[CH:34][CH:33]=[CH:32][CH:31]=3)[O:28][C:27]2=[O:36])[CH:7]=1)[CH3:2]. Starting materials: [BH4-], CC(C)(C)OC(=O)N1CCC(=O)CC1, CO, [Na+]. Yields the product CC(C)(C)OC(=O)N1CCC(O)CC1. As a reaction SMILES: [BH4-:15].[C:1]([CH3:2])([CH3:3])([CH3:4])[O:5][C:6](=[O:7])[N:8]1[CH2:9][CH2:10][C:11](=[O:14])[CH2:12][CH2:13]1.[CH3:17][OH:18].[Na+:16]>>[C:1]([CH3:2])([CH3:3])([CH3:4])[O:5][C:6](=[O:7])[N:8]1[CH2:9][CH2:10][CH:11]([OH:14])[CH2:12][CH2:13]1.